The task is: describe an organic reaction: reactants, conditions, products, and yield. This data is from the Open Reaction Database (ORD), a public repository of structured organic reaction records. The reactants are C(C#C)SC1=C(CO)C=CC=C1 (2-(2-propynylthio)benzyl alcohol), [Cr](=O)(=O)([O-])Cl.[NH+]1=CC=CC=C1 (pyridinium chlorochromate). Solvent: C(Cl)Cl (CH2Cl2). Run at time 2 hour. Yields the product C(C#C)SC1=C(C=O)C=CC=C1 (2-(2-propynylthio)benzaldehyde). Isolated yield 55.2%. RXN SMILES: [CH2:1]([S:4][C:5]1[CH:12]=[CH:11][CH:10]=[CH:9][C:6]=1[CH2:7][OH:8])[C:2]#[CH:3].[Cr](Cl)([O-])(=O)=O.[NH+]1C=CC=CC=1>C(Cl)Cl>[CH2:1]([S:4][C:5]1[CH:12]=[CH:11][CH:10]=[CH:9][C:6]=1[CH:7]=[O:8])[C:2]#[CH:3] |f:1.2|. Procedure: To CH2Cl2 was added the benzyl alcohol (22 g) from Step B, above and then pyridinium chlorochromate (30.75 g; 0.15 mmol). The reaction mixture was stirred at room temperature for 2 hours then filtered and concentrated to afford 12.0 g of the subtitle compound. Several lots of the subtitle compound were prepared according to the procedures of Step A, B, and C, and were combined to afford 35.2 g of the subtitle compound. Product: N(C1=CC=CC=C1)C=1C=C2/C(/C(NC(C2=CC1)=O)=O)=C/NC1=CC=C(C=C1)CN1CCCCC1 ((4Z)-6-Anilino-4-({[4-(piperidin-1-ylmethyl)phenyl]amino}methylene)isoquinoline-1,3(2H,4H)-dione), solid. Reactants: BrC=1C=C2C(C(NC(C2=CC1)=O)=O)=CNC1=CC=C(C=C1)CN1CCCCC1 (6-bromo-4-[(4-piperidin-1-ylmethyl-phenylamino)-methylene]-4H-isoquinoline-1,3-dione), NC1=CC=CC=C1 (aniline). Isolated yield 70.0%. Reaction SMILES: Br[C:2]1[CH:3]=[C:4]2[C:9](=[CH:10][CH:11]=1)[C:8](=[O:12])[NH:7][C:6](=[O:13])[C:5]2=[CH:14][NH:15][C:16]1[CH:21]=[CH:20][C:19]([CH2:22][N:23]2[CH2:28][CH2:27][CH2:26][CH2:25][CH2:24]2)=[CH:18][CH:17]=1.[NH2:29][C:30]1[CH:35]=[CH:34][CH:33]=[CH:32][CH:31]=1>>[NH:29]([C:2]1[CH:3]=[C:4]2[C:9](=[CH:10][CH:11]=1)[C:8](=[O:12])[NH:7][C:6](=[O:13])/[C:5]/2=[CH:14]\[NH:15][C:16]1[CH:21]=[CH:20][C:19]([CH2:22][N:23]2[CH2:28][CH2:27][CH2:26][CH2:25][CH2:24]2)=[CH:18][CH:17]=1)[C:30]1[CH:35]=[CH:34][CH:33]=[CH:32][CH:31]=1. Procedure: Using the procedure described for the preparation of example 118, the title compound is obtained as yellow solid (70% yield) from 6-bromo-4-[(4-piperidin-1-ylmethyl-phenylamino)-methylene]-4H-isoquinoline-1,3-dione and aniline. Reactants: O=[N+]([O-])c1cc(CO)ccc1Br, C1CCOC1, Oc1ccccc1, c1ccc(P(c2ccccc2)c2ccccc2)cc1. Yields the product O=[N+]([O-])c1cc(COc2ccccc2)ccc1Br. As a reaction SMILES: [Br:1][c:2]1[c:3]([N+:10](=[O:11])[O-:12])[cH:4][c:5]([CH2:8][OH:9])[cH:6][cH:7]1.[CH2:39]1[O:40][CH2:41][CH2:42][CH2:43]1.[OH:13][c:14]1[cH:15][cH:16][cH:17][cH:18][cH:19]1.[c:20]1([P:21]([c:22]2[cH:23][cH:24][cH:25][cH:26][cH:27]2)[c:28]2[cH:29][cH:30][cH:31][cH:32][cH:33]2)[cH:34][cH:35][cH:36][cH:37][cH:38]1>>[Br:1][c:2]1[c:3]([N+:10](=[O:11])[O-:12])[cH:4][c:5]([CH2:8][O:9][c:14]2[cH:15][cH:16][cH:17][cH:18][cH:19]2)[cH:6][cH:7]1. The reactants are C(C)OC(=O)C1CCC(CC1)NC1=NC=CC(=N1)C1=CN=C2N1C=CC=C2OCCCS(=O)(=O)C (4-{4-[8-(3-methanesulfonyl-propoxy)-imidazo[1,2-a]pyridine-3-yl]-pyrimidin-2-ylamino}-cyclohexanecarboxylic acid ethyl ester), O[Li].O (LiOH—H2O). The solvent is C1CCOC1 (THF), CCO (EtOH), O (water). Run at time 8 hour. The product is CS(=O)(=O)CCCOC=1C=2N(C=CC1)C(=CN2)C2=NC(=NC=C2)NC2CCC(CC2)C(=O)O (4-{4-[8-(3-methanesulfonyl-propoxy)-imidazo[1,2-a]pyridine-3-yl]-pyrimidin-2-ylamino}-cyclohexanecarboxylic acid). Isolated yield 95.3%. RXN SMILES: C([O:3][C:4]([CH:6]1[CH2:11][CH2:10][CH:9]([NH:12][C:13]2[N:18]=[C:17]([C:19]3[N:23]4[CH:24]=[CH:25][CH:26]=[C:27]([O:28][CH2:29][CH2:30][CH2:31][S:32]([CH3:35])(=[O:34])=[O:33])[C:22]4=[N:21][CH:20]=3)[CH:16]=[CH:15][N:14]=2)[CH2:8][CH2:7]1)=[O:5])C.O[Li].O>C1COCC1.CCO.O>[CH3:35][S:32]([CH2:31][CH2:30][CH2:29][O:28][C:27]1[C:22]2[N:23]([C:19]([C:17]3[CH:16]=[CH:15][N:14]=[C:13]([NH:12][CH:9]4[CH2:10][CH2:11][CH:6]([C:4]([OH:5])=[O:3])[CH2:7][CH2:8]4)[N:18]=3)=[CH:20][N:21]=2)[CH:24]=[CH:25][CH:26]=1)(=[O:34])=[O:33] |f:1.2|. Procedure: A mixture of 4-{4-[8-(3-methanesulfonyl-propoxy)-imidazo[1,2-a]pyridine-3-yl]-pyrimidin-2-ylamino}-cyclohexanecarboxylic acid ethyl ester (0.1 g) and LiOH—H2O (42 mg) in THF (20 mL), EtOH (5 mL) and water (5 mL) was stirred at RT overnight. The reaction mixture was then concentrated, diluted with water, neutralized with HCl (1 N), and the resulting solid filtered and dried at 50° C. under vacuum overnight to provide 4-{4-[8-(3-methanesulfonyl-propoxy)-imidazo[1,2-a]pyridine-3-yl]-pyrimidin-2-yla... The product is CSc1ccc(CBr)cc1. Reactants: BrC(Br)(Br)Br, CSc1ccc(CO)cc1, ClCCl, c1ccc(P(c2ccccc2)c2ccccc2)cc1. As a reaction SMILES: [C:11]([Br:12])([Br:13])([Br:14])[Br:15].[CH3:1][S:2][c:3]1[cH:4][cH:5][c:6]([CH2:7][OH:8])[cH:9][cH:10]1.[Cl:35][CH2:36][Cl:37].[c:16]1([P:17]([c:18]2[cH:19][cH:20][cH:21][cH:22][cH:23]2)[c:24]2[cH:25][cH:26][cH:27][cH:28][cH:29]2)[cH:30][cH:31][cH:32][cH:33][cH:34]1>>[CH3:1][S:2][c:3]1[cH:4][cH:5][c:6]([CH2:7][Br:12])[cH:9][cH:10]1. Reactants: O=C([O-])[O-], CCCCCCCCCCCc1ncc[nH]1, CN(C)C=O, COc1ccccc1OCCCc1oc(Cl)nc1-c1ccc(Cl)cc1, [K+], [K+], O. Product: CCCCCCCCCCCc1nccn1-c1nc(-c2ccc(Cl)cc2)c(CCCOc2ccccc2OC)o1. RXN SMILES: [C:42](=[O:43])([O-:44])[O-:45].[CH2:26]([CH2:27][CH2:28][CH2:29][CH2:30][CH2:31][CH2:32][CH2:33][CH2:34][CH2:35][CH3:36])[c:37]1[nH:38][cH:39][cH:40][n:41]1.[CH3:48][N:49]([CH3:50])[CH:51]=[O:52].[Cl:1][c:2]1[o:3][c:4]([CH2:14][CH2:15][CH2:16][O:17][c:18]2[c:19]([O:24][CH3:25])[cH:20][cH:21][cH:22][cH:23]2)[c:5](-[c:7]2[cH:8][cH:9][c:10]([Cl:13])[cH:11][cH:12]2)[n:6]1.[K+:46].[K+:47].[OH2:53]>>[c:2]1(-[n:38]2[c:37]([CH2:26][CH2:27][CH2:28][CH2:29][CH2:30][CH2:31][CH2:32][CH2:33][CH2:34][CH2:35][CH3:36])[n:41][cH:40][cH:39]2)[o:3][c:4]([CH2:14][CH2:15][CH2:16][O:17][c:18]2[c:19]([O:24][CH3:25])[cH:20][cH:21][cH:22][cH:23]2)[c:5](-[c:7]2[cH:8][cH:9][c:10]([Cl:13])[cH:11][cH:12]2)[n:6]1. The reactants are BrC=1C=C(SC1[N+](=O)[O-])C=O (4-Bromo-5-nitro-thiophene-2-carbaldehyde), C(C)O (ethanol), N1=CC=CC=C1 (pyridine), 12-L, Cl.NO (Hydroxylamine hydrochloride). Solvent: CCCCCCC.CCOC(=O)C (heptane EtOAc). Conditions: temperature 80 celsius, time 1 hour. Yields the product BrC=1C=C(SC1[N+](=O)[O-])C=NO (4-Bromo-5-nitro-thiophene-2-carbaldehyde oxime). Yield: 97.5%. RXN SMILES: [Br:1][C:2]1[CH:3]=[C:4]([CH:10]=O)[S:5][C:6]=1[N+:7]([O-:9])=[O:8].C(O)C.N1C=CC=CC=1.Cl.[NH2:22][OH:23]>CCCCCCC.CCOC(C)=O>[Br:1][C:2]1[CH:3]=[C:4]([CH:10]=[N:22][OH:23])[S:5][C:6]=1[N+:7]([O-:9])=[O:8] |f:3.4,5.6|. Reported procedure: A 12-L three neck, round bottom flask equipped with mechanical stirring, a temperature probe and a reflux condenser was charged with 4-Bromo-5-nitro-thiophene-2-carbaldehyde (Example 25: step b, 426.0 g, 1.805 mol), absolute ethanol (4L) and pyridine (189.9 mL, 2.35 mol). Hydroxylamine hydrochloride (163.3 g, 2.35 mol) was added in one portion and the mixture was heated. The mixture became a slurry at 27° C., turned clear at 50° C. and was refluxed at 80° C. for 1.5 hour. TLC analysis showed rea...